Dataset: the Open Reaction Database (ORD), a public repository of structured organic reaction records. Task: describe an organic reaction: reactants, conditions, products, and yield Starting materials: BrC(=CCCC(F)(F)F)Br (1,1-Dibromo-5,5,5-trifluoro-1-pentene), [Li]CCCC (n-BuLi), CCCCCC (hexane), C(CCC)[Sn](CCCC)(CCCC)Cl (tributyltin chloride). Solvent: O1CCCC1 (tetrahydrofuran). Run at temperature -78 celsius, time 1 hour. Product: FC(CCC#C[Sn](CCCC)(CCCC)CCCC)(F)F (5,5,5-Trifluoro-1-pentynyl-tri(n-butyl)stannane). Reaction SMILES: Br[C:2](Br)=[CH:3][CH2:4][CH2:5][C:6]([F:9])([F:8])[F:7].[Li]CCCC.[CH2:16]([Sn:20](Cl)([CH2:25][CH2:26][CH2:27][CH3:28])[CH2:21][CH2:22][CH2:23][CH3:24])[CH2:17][CH2:18][CH3:19].CCCCCC>O1CCCC1>[F:7][C:6]([F:9])([F:8])[CH2:5][CH2:4][C:3]#[C:2][Sn:20]([CH2:21][CH2:22][CH2:23][CH3:24])([CH2:25][CH2:26][CH2:27][CH3:28])[CH2:16][CH2:17][CH2:18][CH3:19]. Procedure details: To a −78° C. solution the product from Step A (0.935 mg, 3.31 mmol) in 10 mL of tetrahydrofuran was added n-BuLi solution (2.65 mL, 6.63 mmol, 2.5 M hexanes) dropwise. The reaction was stirred at −78° C. for one hour, then allowed to warm to room temperature for one hour. The solution was cooled to 0° C., and tributyltin chloride (0.898 mL, 3.31 mmol) was added. After 10 minutes, the solution was poured into hexane, washed with saturated NaHCO3 solution and brine, dried (Na2SO4), filtered, and c... Starting materials: COc1cc(C)c2c(c1)CCN2, CCC(COC)n1cc(Cl)nc(Cl)c1=O, Cl. The product is CCC(COC)n1cc(Cl)nc(N2CCc3cc(OC)cc(C)c32)c1=O. As a reaction SMILES: [CH3:17][O:18][c:19]1[cH:20][c:21]2[c:25]([c:26]([CH3:28])[cH:27]1)[NH:24][CH2:23][CH2:22]2.[Cl:1][c:2]1[c:3](=[O:15])[n:4]([CH:9]([CH2:10][CH3:11])[CH2:12][O:13][CH3:14])[cH:5][c:6]([Cl:8])[n:7]1.[ClH:16]>>[c:2]1([N:24]2[CH2:23][CH2:22][c:21]3[cH:20][c:19]([O:18][CH3:17])[cH:27][c:26]([CH3:28])[c:25]32)[c:3](=[O:15])[n:4]([CH:9]([CH2:10][CH3:11])[CH2:12][O:13][CH3:14])[cH:5][c:6]([Cl:8])[n:7]1. Reactants: CC(C)(C)OC(=O)N1CCN2C(=O)OC(c3ccccc3)(c3ccccc3)C2C1, ClCCl, O=C(O)C(F)(F)F. Yields the product O=C1OC(c2ccccc2)(c2ccccc2)C2CNCCN12. As a reaction SMILES: [CH3:1][C:2]([O:3][C:4](=[O:5])[N:8]1[CH2:9][CH:10]2[N:11]([CH2:12][CH2:13]1)[C:14](=[O:29])[O:15][C:16]2([c:17]1[cH:18][cH:19][cH:20][cH:21][cH:22]1)[c:23]1[cH:24][cH:25][cH:26][cH:27][cH:28]1)([CH3:6])[CH3:7].[Cl:37][CH2:38][Cl:39].[OH:30][C:31]([C:32]([F:33])([F:34])[F:35])=[O:36]>>[NH:8]1[CH2:9][CH:10]2[N:11]([CH2:12][CH2:13]1)[C:14](=[O:29])[O:15][C:16]2([c:17]1[cH:18][cH:19][cH:20][cH:21][cH:22]1)[c:23]1[cH:24][cH:25][cH:26][cH:27][cH:28]1.